This data is from the Open Reaction Database (ORD), a public repository of structured organic reaction records. The task is: describe an organic reaction: reactants, conditions, products, and yield The reactants are C1(=CC=CC=C1)C=1OC2=C(N1)C=C(C=C2)C(=O)N (2-phenyl-5-benzoxazolecarboxamide), ClCC(=O)CCl (1,3-dichloroacetone). The product is ClCC=1N=C(OC1)C=1C=CC2=C(N=C(O2)C2=CC=CC=C2)C1 (5-(4-chloromethyl-2-oxazolyl)-2-phenylbenzoxazole). Yield: 65.0%. RXN SMILES: [C:1]1([C:7]2[O:8][C:9]3[CH:15]=[CH:14][C:13]([C:16]([NH2:18])=[O:17])=[CH:12][C:10]=3[N:11]=2)[CH:6]=[CH:5][CH:4]=[CH:3][CH:2]=1.[Cl:19][CH2:20][C:21]([CH2:23]Cl)=O>>[Cl:19][CH2:20][C:21]1[N:18]=[C:16]([C:13]2[CH:14]=[CH:15][C:9]3[O:8][C:7]([C:1]4[CH:2]=[CH:3][CH:4]=[CH:5][CH:6]=4)=[N:11][C:10]=3[CH:12]=2)[O:17][CH:23]=1. Procedure: In substantially the same manner as in Reference Example 47, 2-phenyl-5-benzoxazolecarboxamide was allowed to react with 1,3-dichloroacetone to give 5-(4-chloromethyl-2-oxazolyl)-2-phenylbenzoxazole. The yield was 65%. Recrystallization from ethyl acetate-hexane gave brown needles, mp 194-195° C. Starting materials: C(C)(C)(C)OC(=O)N(C(=O)OC(C)(C)C)C1=NC(=CC=C1OC)Br (di-tert-butyl(6-bromo-3-methoxypyridin-2-yl)imidodicarbonate), C(=O)([O-])[O-].[K+].[K+] (K2CO3). Run in CO (MeOH). Yields the product C(C)(C)(C)OC(NC1=NC(=CC=C1OC)Br)=O (tert-butyl(6-bromo-3-methoxypyridin-2-yl)carbamate). As a reaction SMILES: [C:1]([O:5][C:6]([N:8]([C:16]1[C:21]([O:22][CH3:23])=[CH:20][CH:19]=[C:18]([Br:24])[N:17]=1)C(OC(C)(C)C)=O)=[O:7])([CH3:4])([CH3:3])[CH3:2].C([O-])([O-])=O.[K+].[K+]>CO>[C:1]([O:5][C:6](=[O:7])[NH:8][C:16]1[C:21]([O:22][CH3:23])=[CH:20][CH:19]=[C:18]([Br:24])[N:17]=1)([CH3:4])([CH3:2])[CH3:3] |f:1.2.3|. Procedure details: To a solution of the title compound and di-tert-butyl(6-bromo-3-methoxypyridin-2-yl)imidodicarbonate (7.19 g, approximate ratio of 43:57) in MeOH (55 mL) at rt was added K2CO3 (7.39 g, 53.5 mmol). After stirring at 55° C. for 1.5 h the mixture was cooled to rt and combined with a previous reaction mixture derived from title compound and di-tert-butyl(6-bromo-3-methoxypyridin-2-yl)imidodicarbonate (8.83 g, approximate ratio of 43:57) and filtered. The residue was washed with EtOAc and the filtrat... Reactants: Cl (hydrochloric acid), O=C1N(CCCC1C1=CC(=C(C(=C1)F)F)F)NC(OC(C)(C)C)=O (tert-butyl [2-oxo-3-(3,4,5-trifluorophenyl)piperidin-1-yl]carbamate). Solvent: C(C)(=O)OCC (ethyl acetate), C(Cl)(Cl)Cl (chloroform). Conditions: time 3 hour. Yields the product Cl.NN1C(C(CCC1)C1=CC(=C(C(=C1)F)F)F)=O (1-amino-3-(3,4,5-trifluorophenyl)piperidin-2-one hydrochloride). Reaction SMILES: [ClH:1].[O:2]=[C:3]1[CH:8]([C:9]2[CH:14]=[C:13]([F:15])[C:12]([F:16])=[C:11]([F:17])[CH:10]=2)[CH2:7][CH2:6][CH2:5][N:4]1[NH:18]C(=O)OC(C)(C)C>C(OCC)(=O)C.C(Cl)(Cl)Cl>[ClH:1].[NH2:18][N:4]1[CH2:5][CH2:6][CH2:7][CH:8]([C:9]2[CH:10]=[C:11]([F:17])[C:12]([F:16])=[C:13]([F:15])[CH:14]=2)[C:3]1=[O:2] |f:4.5|. Procedure: A solution of 4 N hydrochloric acid in ethyl acetate (1 mL) was added to a solution of tert-butyl [2-oxo-3-(3,4,5-trifluorophenyl)piperidin-1-yl]carbamate (134 mg) in chloroform (1 mL), and the reaction solution was stirred at room temperature for three hours. The reaction solution was concentrated under reduced pressure to obtain 109 mg of the title compound. The property value of the compound is as follows. Starting materials: CN(C)C=O, OCc1sc(-c2ccc(C(F)(F)F)cc2)nc1CN1CCC(C(F)(F)F)CC1, COc1cc(F)ccc1C#N, [H-], [Na+]. Yields the product COc1cc(OCc2sc(-c3ccc(C(F)(F)F)cc3)nc2CN2CCC(C(F)(F)F)CC2)ccc1C#N. As a reaction SMILES: [CH3:42][N:43]([CH3:44])[CH:45]=[O:46].[F:1][C:2]([c:3]1[cH:4][cH:5][c:6](-[c:9]2[s:10][c:11]([CH2:25][OH:26])[c:12]([CH2:14][N:15]3[CH2:16][CH2:17][CH:18]([C:21]([F:22])([F:23])[F:24])[CH2:19][CH2:20]3)[n:13]2)[cH:7][cH:8]1)([F:27])[F:28].[F:31][c:32]1[cH:33][c:34]([O:40][CH3:41])[c:35]([C:36]#[N:37])[cH:38][cH:39]1.[H-:29].[Na+:30]>>[F:1][C:2]([c:3]1[cH:4][cH:5][c:6](-[c:9]2[s:10][c:11]([CH2:25][O:26][c:32]3[cH:33][c:34]([O:40][CH3:41])[c:35]([C:36]#[N:37])[cH:38][cH:39]3)[c:12]([CH2:14][N:15]3[CH2:16][CH2:17][CH:18]([C:21]([F:22])([F:23])[F:24])[CH2:19][CH2:20]3)[n:13]2)[cH:7][cH:8]1)([F:27])[F:28]. Reactants: COc1ccc(Nc2nccnc2-c2cc(S(C)=O)nc(C)n2)cn1, [NH4+], C1COCCO1, [OH-]. The product is COc1ccc(Nc2nccnc2-c2cc(N)nc(C)n2)cn1. Reaction SMILES: [CH3:1][O:2][c:3]1[cH:4][cH:5][c:6]([NH:9][c:10]2[n:11][cH:12][cH:13][n:14][c:15]2-[c:16]2[n:17][c:18]([CH3:25])[n:19][c:20]([S:22]([CH3:23])=[O:24])[cH:21]2)[cH:7][n:8]1.[NH4+:26].[O:28]1[CH2:29][CH2:30][O:31][CH2:32][CH2:33]1.[OH-:27]>>[CH3:1][O:2][c:3]1[cH:4][cH:5][c:6]([NH:9][c:10]2[n:11][cH:12][cH:13][n:14][c:15]2-[c:16]2[n:17][c:18]([CH3:25])[n:19][c:20]([NH2:26])[cH:21]2)[cH:7][n:8]1. Starting materials: CC(=O)OCC(=O)Cl, ClCCl, N#Cc1c(N)cccc1N1CCCCC1, O, c1ccncc1. Yields the product CC(=O)OCC(=O)Nc1cccc(N2CCCCC2)c1C#N. As a reaction SMILES: [C:22]([CH3:23])(=[O:24])[O:25][CH2:26][C:27](=[O:28])[Cl:29].[CH2:31]([Cl:32])[Cl:33].[NH2:1][c:2]1[c:3]([C:4]#[N:5])[c:6]([N:10]2[CH2:11][CH2:12][CH2:13][CH2:14][CH2:15]2)[cH:7][cH:8][cH:9]1.[OH2:30].[cH:16]1[cH:17][cH:18][n:19][cH:20][cH:21]1>>[NH:1]([c:2]1[c:3]([C:4]#[N:5])[c:6]([N:10]2[CH2:11][CH2:12][CH2:13][CH2:14][CH2:15]2)[cH:7][cH:8][cH:9]1)[C:27]([CH2:26][O:25][C:22]([CH3:23])=[O:24])=[O:28]. The reactants are ClCl (chlorine), Cl (hydrochloric acid), Cl[O-] (hypochlorite), OC1=C(C(=O)O)C=CC=N1 (2-hydroxynicotinic acid), OC1=C(C(=O)O)C=CC=N1 (2-hydroxynicotinic acid), ClCl (chlorine), [OH-].[Na+] (Sodium hydroxide), solution, ClCl (chlorine), Cl[O-].[Na+] (sodium hypochlorite), OC1=C(C(=O)O)C=CC=N1 (2-hydroxynicotinic acid), solution, [OH-].[Na+] (sodium hydroxide), ice. Reagents/catalysts: S([O-])(O)=O.[Na+] (sodium bisulfite). Solvent: O (water), O (water), C(C)(C)O (isopropyl alcohol), ice. Run at time 12 hour. Product: Cl[O-].[Na+] (sodium hypochlorite), ClC=1C=C(C(=NC1)O)C(=O)O (5-Chloro-2-hydroxy-3-pyridinecarboxylic acid). Yield: 85.0%. As a reaction SMILES: [OH-:1].[Na+:2].[Cl:3]Cl.Cl[O-].[Na+].[OH:8][C:9]1[N:17]=[CH:16][CH:15]=[CH:14][C:10]=1[C:11]([OH:13])=[O:12].Cl[O-].Cl>O.S(=O)(O)[O-].[Na+].C(O)(C)C>[Cl:3][O-:1].[Na+:2].[Cl:3][C:15]1[CH:14]=[C:10]([C:11]([OH:13])=[O:12])[C:9]([OH:8])=[N:17][CH:16]=1 |f:0.1,3.4,9.10,12.13|. Reported procedure: Sodium hydroxide, 10.05 kg of 50% solution (125.6 mole) in 30 kg of ice was treated with bubbling chlorine gas while stirring until 2.22 kg (31.3 mole) of chlorine was taken into the solution. To the resulting basic sodium hypochlorite solution was added 4.26 kg (30 mole) of 2-hydroxynicotinic acid. External cooling with tap-water was used to keep the temperature between 20°-35° C. Stirring was continued over the weekend (72 hr) after which time 13CNMR analysis showed that about 70% of the 2-hyd... Reactants: ClCC=1C=CC(=C(C1)C(C)=O)O (5'-(chloromethyl)-2'-hydroxyacetophenone), C([O-])([O-])=O.[K+].[K+] (potassium carbonate), COCCO (2-methoxyethanol). The solvent is C(Cl)(Cl)Cl (chloroform). Run at time 24 hour. Yields the product OC1=C(C=C(C=C1)COCCOC)C(C)=O (2'-Hydroxy-5'-([2-(methoxy)ethoxy]methyl)acetophenone). Isolated yield 17.8%. RXN SMILES: Cl[CH2:2][C:3]1[CH:4]=[CH:5][C:6]([OH:12])=[C:7]([C:9](=[O:11])[CH3:10])[CH:8]=1.C(=O)([O-])[O-].[K+].[K+].[CH3:19][O:20][CH2:21][CH2:22][OH:23]>C(Cl)(Cl)Cl>[OH:12][C:6]1[CH:5]=[CH:4][C:3]([CH2:2][O:23][CH2:22][CH2:21][O:20][CH3:19])=[CH:8][C:7]=1[C:9](=[O:11])[CH3:10] |f:1.2.3|. Reported procedure: A mixture of 5'-(chloromethyl)-2'-hydroxyacetophenone (1.85 g, 10.0 mmol), potassium carbonate (1.38, 10.0 mmol), 2-methoxyethanol (0.9 g, 12.0 mmol) and 10 mL chloroform was stirred 24 hours, filtered, and the filtrate concentrated in vacuo to give a residue. The residue was purified by flash chromatography eluting with 30:70 ethyl acetate:hexane to give 0.40 g (18%) product as an oil.